From a dataset of the Open Reaction Database (ORD), a public repository of structured organic reaction records. describe an organic reaction: reactants, conditions, products, and yield Product: FC1=CC=C(CC2=CC=C(C=C2)N)C=C1 (4-(4-fluoro-benzyl)-phenylamine). Procedure details: To a solution of (4-fluoro-phenyl)-(4-nitrophenyl)-methanone (2.0 g, 8.2 mmol) in dichloromethane (16 mL) at 0° C. was added trifluoromethanesulfonic acid (1.4 mL, 16 mmol) in dichloromethane (16 mL). A solution of triethylsilane (2 mL, 12 mmol) in dichloromethane (16 mL) was subsequently added dropwise, resulting in an exotherm. After 5 min. additional trifluoromethanesulfonic acid (1.4 mL, 16 mmol) was added, followed by triethylsilane (2.0 mL, 12 mmol). The reaction mixture was stirred at rt ... RXN SMILES: [F:1][C:2]1[CH:7]=[CH:6][C:5]([C:8]([C:10]2[CH:15]=[CH:14][C:13]([N+:16]([O-])=O)=[CH:12][CH:11]=2)=O)=[CH:4][CH:3]=1.FC(F)(F)S(O)(=O)=O.C([SiH](CC)CC)C.C(=O)(O)[O-].[Na+]>ClCCl>[F:1][C:2]1[CH:3]=[CH:4][C:5]([CH2:8][C:10]2[CH:15]=[CH:14][C:13]([NH2:16])=[CH:12][CH:11]=2)=[CH:6][CH:7]=1 |f:3.4|. Starting materials: FC(S(=O)(=O)O)(F)F (trifluoromethanesulfonic acid), C(C)[SiH](CC)CC (triethylsilane), C(C)[SiH](CC)CC (triethylsilane), FC1=CC=C(C=C1)C(=O)C1=CC=C(C=C1)[N+](=O)[O-] ((4-fluoro-phenyl)-(4-nitrophenyl)-methanone), FC(S(=O)(=O)O)(F)F (trifluoromethanesulfonic acid), C([O-])(O)=O.[Na+] (sodium bicarbonate). Reaction conditions: time 2 hour. Isolated yield 15.8%. Solvent: ClCCl (dichloromethane), ClCCl (dichloromethane), ClCCl (dichloromethane). Starting materials: O1C(COCC1)CO ((1,4-Dioxan-2-yl)methanol), [H-].[Na+] (sodium hydride), [H-].[Na+] (sodium hydride), FC1=C(C=C(C=C1)S(=O)(=O)N)[N+](=O)[O-] (4-fluoro-3-nitrobenzenesulfonamide). Run in O1CCCC1 (tetrahydrofuran). Run at time 2 hour. The product is O1C(COCC1)COC1=C(C=C(C=C1)S(=O)(=O)N)[N+](=O)[O-] (4-((1,4-dioxan-2-yl)methoxy)-3-nitrobenzenesulfonamide). Reaction SMILES: [O:1]1[CH2:6][CH2:5][O:4][CH2:3][CH:2]1[CH2:7][OH:8].[H-].[Na+].F[C:12]1[CH:17]=[CH:16][C:15]([S:18]([NH2:21])(=[O:20])=[O:19])=[CH:14][C:13]=1[N+:22]([O-:24])=[O:23]>O1CCCC1>[O:1]1[CH2:6][CH2:5][O:4][CH2:3][CH:2]1[CH2:7][O:8][C:12]1[CH:17]=[CH:16][C:15]([S:18]([NH2:21])(=[O:20])=[O:19])=[CH:14][C:13]=1[N+:22]([O-:24])=[O:23] |f:1.2|. Reported procedure: (1,4-Dioxan-2-yl)methanol (380 mg) in tetrahydrofuran (30 mL) was treated with sodium hydride (60%, 245 mg) at room temperature for 30 minutes. The reaction mixture was cooled in an ice bath and 4-fluoro-3-nitrobenzenesulfonamide (675 mg) was added. The resulting mixture was stirred at room temperature for 2 hours and another portion of sodium hydride (60%, 245 mg) was added. The reaction mixture was stirred overnight and quenched with ice water (3 mL). The cloudy mixture was filtered and the fi... Reactants: C1CCOC1 (THF), C(C1=CC=CC=C1)OC1=CC(N(C=C1)C1=CC=C(C=C1)OC1OCCCC1)=O (4-benzyloxy-1-{4-[(2-tetrahydropyranyl)oxy]phenyl}-1H-pyridin-2-one), hydrogen-substituted. Reagents/catalysts: [Pd] (palladium-on-carbon). Solvent: CO (MeOH). Conditions: time 3.5 hour. The product is OC1=CC(N(C=C1)C1=CC=C(C=C1)OC1OCCCC1)=O (4-hydroxy-1-{4-[(2-tetrahydropyranyl)oxy]phenyl}-1H-pyridin-2-one). As a reaction SMILES: C1COCC1.C([O:13][C:14]1[CH:19]=[CH:18][N:17]([C:20]2[CH:25]=[CH:24][C:23]([O:26][CH:27]3[CH2:32][CH2:31][CH2:30][CH2:29][O:28]3)=[CH:22][CH:21]=2)[C:16](=[O:33])[CH:15]=1)C1C=CC=CC=1>[Pd].CO>[OH:13][C:14]1[CH:19]=[CH:18][N:17]([C:20]2[CH:21]=[CH:22][C:23]([O:26][CH:27]3[CH2:32][CH2:31][CH2:30][CH2:29][O:28]3)=[CH:24][CH:25]=2)[C:16](=[O:33])[CH:15]=1. Procedure details: Into a THF (25 mL)-MeOH (25 mL) mixed solvent solution of 4-benzyloxy-1-{4-[(2-tetrahydropyranyl)oxy]phenyl}-1H-pyridin-2-one (Step (1) of Example 12, 2.05 g, 5.4 mmols), 10% palladium-on-carbon (600 mg) was added. The atmosphere was hydrogen-substituted, and the reaction system was stirred at room temperature for 3.5 hours. The reaction liquid was filtered, the solvent was concentrated under reduced pressure, methanol was added to the resulting residue and the precipitate was recovered by filtr... Starting materials: COC(C(=CC1=CC=CC=C1)CCCCCC)OC (α-hexylcinnamaldehyde dimethyl acetal), ( 73 ), ( 25 ), ( 4 ), ( 51 ), ( 74 ), ( 18 ), ( 17 ), ( 25 ), ( 100 ), C(=O)(OC)[C@H](O)[C@@H](O)C(=O)OC (dimethyl L-tartrate), ( 57 ), ( 31 ), [K+].[Br-] (KBr), ( 26 ), ( 76 ), ( 29 ), C(CCCCC)/C(=C/C1=CC=CC=C1)/C1O[C@H]([C@@H](O1)C(=O)OC)C(=O)OC ((Z)-(4R,5R)-2-(1-hexyl-2-phenyl-1-ethenyl)-4,5-dicarbomethoxy-1,3-dioxolane), ( 17 ). Product: C(CCCCC)/C(=C\C1=CC=CC=C1)/C1O[C@H]([C@@H](O1)C(=O)OC)C(=O)OC ((E)-(4R,5R)-2-(1-Hexyl-2-phenyl-1-ethenyl)-4,5-dicarbomethoxy-1,3-dioxolane). Reaction SMILES: COC(OC)C(CCCCCC)=CC1C=CC=CC=1.C([C@@H]([C@H](C(OC)=O)O)O)(OC)=O.[CH2:32](/[C:38](/[CH:46]1[O:50][C@@H:49]([C:51]([O:53][CH3:54])=[O:52])[C@H:48]([C:55]([O:57][CH3:58])=[O:56])[O:47]1)=[CH:39]/[C:40]1[CH:45]=[CH:44][CH:43]=[CH:42][CH:41]=1)[CH2:33][CH2:34][CH2:35][CH2:36][CH3:37].[K+].[Br-]>>[CH2:32](/[C:38](/[CH:46]1[O:50][C@@H:49]([C:51]([O:53][CH3:54])=[O:52])[C@H:48]([C:55]([O:57][CH3:58])=[O:56])[O:47]1)=[CH:39]\[C:40]1[CH:45]=[CH:44][CH:43]=[CH:42][CH:41]=1)[CH2:33][CH2:34][CH2:35][CH2:36][CH3:37] |f:3.4|. Procedure details: In a fashion similar to that described in Example 4, α-hexylcinnamaldehyde dimethyl acetal and dimethyl L-tartrate were condensed to provide a mixture of (E)-and (Z)-(4R,5R)-2-(1-hexyl-2-phenyl-1-ethenyl)-4,5-dicarbomethoxy-1,3-dioxolane in an approximate ratio of 90:10 Crystallization provided the pure E-isomer, mp 49°-50° C., [α]D25 -2.2 (c, 0.2, methanol). 1H-NMR (CDCl3) δ7.35-7.26 (5H,m), 6.74 (1H,s), 5.84 (1H,s) 4.86 (1H, d, J=4.4 Hz), 4.70 (1H, d, J=4.4 Hz), 3.85 (3H,s), 3.80 (3H,s), 2.34-... Starting materials: [N+](=O)([O-])C1=NNC=N1 (3-nitro-1,2,4-triazole), [H-].[Na+] (sodium hydride), FC1=C(C=O)C=CC(=C1)F (2,4-difluorobenzaldehyde), [H][H] (hydrogen). Run in CN(C=O)C (N,N-dimethylformamide), CN(C=O)C (N,N-dimethylformamide). Run at temperature 70 celsius, time 3 hour. The product is [N+](=O)([O-])C1=NNC(=N1)C1=CC(=C(C=O)C=C1)F (4-(3-nitro-1,2,4-triazolyl)-2-fluorobenzaldehyde). The yield is 22.7%. As a reaction SMILES: [N+:1]([C:4]1[N:8]=[CH:7][NH:6][N:5]=1)([O-:3])=[O:2].[H-].[Na+].[H][H].[F:13][C:14]1[CH:21]=[C:20](F)[CH:19]=[CH:18][C:15]=1[CH:16]=[O:17]>CN(C)C=O>[N+:1]([C:4]1[N:8]=[C:7]([C:20]2[CH:19]=[CH:18][C:15]([CH:16]=[O:17])=[C:14]([F:13])[CH:21]=2)[NH:6][N:5]=1)([O-:3])=[O:2] |f:1.2|. Reported procedure: 10 ml of a N,N-dimethylformamide solution of 3.4 g of 3-nitro-1,2,4-triazole was added dropwise to a suspension of 1.2 g (60%) of sodium hydride and 50 ml of N,N-dimethylformamide under cooling with ice. After generation of hydrogen stopped, 4.3 g of 2,4-difluorobenzaldehyde was added, followed by stirring at 70° C. for 3 hours. The mixture was concentrated under reduced pressure, 200 ml of water was added, and the mixture was extracted with ethyl acetate. The ethyl acetate layer was washed with...